Dataset: the Open Reaction Database (ORD), a public repository of structured organic reaction records. Task: describe an organic reaction: reactants, conditions, products, and yield Reactants: C(C)(=O)C1=CC=C(OCC(CN)O)C=C1 (3-(4-acetylphenoxy)-2-hydroxypropylamine), OC(CNC1=C2N=CNC2=NC=N1)COC1=CC=CC2=CC=CC=C12 (N6 -[2-hydroxy-3-(1-naphthalenyloxy)propyl]-9H-purin-6-amine). Reaction SMILES: [C:1]([C:4]1[CH:15]=[CH:14][C:7]([O:8][CH2:9][CH:10]([OH:13])[CH2:11][NH2:12])=[CH:6][CH:5]=1)(=[O:3])[CH3:2].OC(COC1C2C(=CC=CC=2)C=CC=1)CN[C:20]1[N:28]=[CH:27][N:26]=[C:25]2[C:21]=1[N:22]=[CH:23][NH:24]2>>[C:1]([C:4]1[CH:15]=[CH:14][C:7]([O:8][CH2:9][CH:10]([OH:13])[CH2:11][NH:12][C:20]2[N:28]=[CH:27][N:26]=[C:25]3[C:21]=2[N:22]=[CH:23][NH:24]3)=[CH:6][CH:5]=1)(=[O:3])[CH3:2]. Procedure: By substituting 3-(4-acetylphenoxy)-2-hydroxypropylamine (3.65 g, 0.0174 moles) for the starting material of Example 2 and following the method of Example 2, the desired compound is obtained. The product is C(C)(=O)C1=CC=C(OCC(CNC2=C3N=CNC3=NC=N2)O)C=C1 (N6 -[3-(4-acetylphenoxy)-2-hydroxypropyl]-9H-purin-6-amine). Starting materials: C1(CCCCC1)N1C(=O)N(C=2N=C(NC2C1=O)[N+](=O)[O-])C1CCCCC1 (1,3-di-cyclohexyl-8-nitro xanthine), P(=O)(Cl)(Cl)Cl (phosphorous oxychloride). Run in CN(C=O)C (dimethylformamide). Product: C1(CCCCC1)N1C(=O)N(C=2N=C(NC2C1=O)Cl)C1CCCCC1 (1,3-Di-cyclohexyl-8-chloro xanthine). RXN SMILES: [CH:1]1([N:7]2[C:16](=[O:17])[C:15]3[NH:14][C:13]([N+]([O-])=O)=[N:12][C:11]=3[N:10]([CH:21]3[CH2:26][CH2:25][CH2:24][CH2:23][CH2:22]3)[C:8]2=[O:9])[CH2:6][CH2:5][CH2:4][CH2:3][CH2:2]1.P(Cl)(Cl)([Cl:29])=O>CN(C)C=O>[CH:1]1([N:7]2[C:16](=[O:17])[C:15]3[NH:14][C:13]([Cl:29])=[N:12][C:11]=3[N:10]([CH:21]3[CH2:26][CH2:25][CH2:24][CH2:23][CH2:22]3)[C:8]2=[O:9])[CH2:6][CH2:5][CH2:4][CH2:3][CH2:2]1. Procedure: 1,3-Di-cyclohexyl-8-chloro xanthine was prepared from 1,3-di-cyclohexyl-8-nitro xanthine (2 g, 0.006 mol) and phosphorous oxychloride (3.9 g) in dimethylformamide (6 ml), using an analogous procedure to that described in Example 17. The product was obtained as a crystalline product after recrystallisation from ethyl acetate, m.pt., 135° C. The reactants are C1COCCN1, COCCOC, CCCCCCCCCCCC, O=[N+]([O-])c1ccccc1Cl, [K+], [K+], [K+], O=C(C=Cc1ccccc1)C=Cc1ccccc1, O=C(C=Cc1ccccc1)C=Cc1ccccc1, O=C(C=Cc1ccccc1)C=Cc1ccccc1, O=P([O-])([O-])[O-], [Pd], [Pd]. Product: O=[N+]([O-])c1ccccc1N1CCOCC1. As a reaction SMILES: [CH2:19]1[CH2:20][O:21][CH2:22][CH2:23][NH:24]1.[CH3:25][O:26][CH2:27][CH2:28][O:29][CH3:30].[CH3:31][CH2:32][CH2:33][CH2:34][CH2:35][CH2:36][CH2:37][CH2:38][CH2:39][CH2:40][CH2:41][CH3:42].[Cl:9][c:10]1[c:11]([N+:16](=[O:17])[O-:18])[cH:12][cH:13][cH:14][cH:15]1.[K+:6].[K+:7].[K+:8].[O:45]=[C:46]([CH:47]=[CH:48][c:49]1[cH:50][cH:51][cH:52][cH:53][cH:54]1)[CH:55]=[CH:56][c:57]1[cH:58][cH:59][cH:60][cH:61][cH:62]1.[O:63]=[C:64]([CH:65]=[CH:66][c:67]1[cH:68][cH:69][cH:70][cH:71][cH:72]1)[CH:73]=[CH:74][c:75]1[cH:76][cH:77][cH:78][cH:79][cH:80]1.[O:81]=[C:82]([CH:83]=[CH:84][c:85]1[cH:86][cH:87][cH:88][cH:89][cH:90]1)[CH:91]=[CH:92][c:93]1[cH:94][cH:95][cH:96][cH:97][cH:98]1.[P:1]([O-:2])([O-:3])([O-:4])=[O:5].[Pd:43].[Pd:44]>>[c:10]1([N:24]2[CH2:19][CH2:20][O:21][CH2:22][CH2:23]2)[c:11]([N+:16](=[O:17])[O-:18])[cH:12][cH:13][cH:14][cH:15]1. Reactants: ClC1=CC=C(C=C1)N1N=C(C=C1)\C=N\[S@](=O)C(C)(C)C ((R,E)-N-((1-(4-chlorophenyl)-1H-pyrazol-3-yl)methylene)-2-methylpropane-2-sulfinamide), C[Mg]Br (methylmagnesium bromide). Run in C(Cl)Cl (DCM). Run at temperature -40 celsius, time 3 hour. Product: ClC1=CC=C(C=C1)N1N=C(C=C1)[C@@H](C)N[S@](=O)C(C)(C)C ((R)—N—((R)-1-(1-(4-chlorophenyl)-1H-pyrazol-3-yl)ethyl)-2-methylpropane-2-sulfinamide). Isolated yield 49.8%. Reaction SMILES: [Cl:1][C:2]1[CH:7]=[CH:6][C:5]([N:8]2[CH:12]=[CH:11][C:10](/[CH:13]=[N:14]/[S@@:15]([C:17]([CH3:20])([CH3:19])[CH3:18])=[O:16])=[N:9]2)=[CH:4][CH:3]=1.[CH3:21][Mg]Br>C(Cl)Cl>[Cl:1][C:2]1[CH:7]=[CH:6][C:5]([N:8]2[CH:12]=[CH:11][C:10]([C@H:13]([NH:14][S@@:15]([C:17]([CH3:20])([CH3:19])[CH3:18])=[O:16])[CH3:21])=[N:9]2)=[CH:4][CH:3]=1. Procedure: To a solution of (R,E)-N-((1-(4-chlorophenyl)-1H-pyrazol-3-yl)methylene)-2-methylpropane-2-sulfinamide (2.12 g, 6.84 mmol) in DCM (40 ml) at −40° C. was added methylmagnesium bromide (9.12 ml, 27.4 mmol). The reaction was stirred at −40° C. for 3 hours. The reaction mixture was then quenched with saturated NH4Cl solution (20 mL). The aqueous layer was adjusted to pH=8 with HCl (1M) and extracted with DCM (2×200 mL). The combined organic was dried (Na2SO4) and concentrated. The residue was then p... Reactants: BrC1=CC(=C(C=C1)NC(=O)C=1N(C=C(N1)C#N)COCC[Si](C)(C)C)C1=CCCCC1 (4-cyano-1-(2-trimethylsilanyl-ethoxymethyl)-1H-imidazole-2-carboxylic acid (4-bromo-2-cyclohex-1-enyl-phenyl)-amide), C1(=CC=CC=C1)B(O)O (phenylboronic acid). The solvent is CCOC(=O)C.CCCCCC (EtOAc hexane). Product: C1(=CCCCC1)C=1C=C(C=CC1NC(=O)C=1N(C=C(N1)C#N)COCC[Si](C)(C)C)C1=CC=CC=C1 (4-Cyano-1-(2-trimethylsilanyl-ethoxymethyl)-1H-imidazole-2-carboxylic acid (3-cyclohex-1-enyl-biphenyl-4-yl)-amide). The yield is 85.0%. As a reaction SMILES: Br[C:2]1[CH:7]=[CH:6][C:5]([NH:8][C:9]([C:11]2[N:12]([CH2:18][O:19][CH2:20][CH2:21][Si:22]([CH3:25])([CH3:24])[CH3:23])[CH:13]=[C:14]([C:16]#[N:17])[N:15]=2)=[O:10])=[C:4]([C:26]2[CH2:31][CH2:30][CH2:29][CH2:28][CH:27]=2)[CH:3]=1.[C:32]1(B(O)O)[CH:37]=[CH:36][CH:35]=[CH:34][CH:33]=1>CCOC(C)=O.CCCCCC>[C:26]1([C:4]2[CH:3]=[C:2]([C:32]3[CH:37]=[CH:36][CH:35]=[CH:34][CH:33]=3)[CH:7]=[CH:6][C:5]=2[NH:8][C:9]([C:11]2[N:12]([CH2:18][O:19][CH2:20][CH2:21][Si:22]([CH3:24])([CH3:25])[CH3:23])[CH:13]=[C:14]([C:16]#[N:17])[N:15]=2)=[O:10])[CH2:31][CH2:30][CH2:29][CH2:28][CH:27]=1 |f:2.3|. Reported procedure: The title compound was prepared by the procedure of Example 28, step (a) using 4-cyano-1-(2-trimethylsilanyl-ethoxymethyl)-1H-imidazole-2-carboxylic acid (4-bromo-2-cyclohex-1-enyl-phenyl)-amide (as prepared in the Example 11, step (f), 19 mg, 0.038 mmol), and phenylboronic acid (5.1 mg, 0.042 mmol). Silica gel chromatography (5-10% EtOAc/hexane) afforded the title compound (16 mg, 85%) as a white solid. 1H-NMR (CDCl3; 400 MHz): δ 9.79 (s, 1H), 8.42 (d, 1H, J=8.5 Hz), 7.78 (s, 1H), 7.59 (m, 2H),... The reactants are COCCOC, OB(O)c1cc(Cl)cc(Cl)c1, CS(=O)(=O)c1ccc(-c2cnn(CC(F)(F)F)c(=O)c2Cl)cc1, O, [Pd], c1ccc(P(c2ccccc2)c2ccccc2)cc1, c1ccc(P(c2ccccc2)c2ccccc2)cc1, c1ccc(P(c2ccccc2)c2ccccc2)cc1, c1ccc(P(c2ccccc2)c2ccccc2)cc1. Yields the product CS(=O)(=O)c1ccc(-c2cnn(CC(F)(F)F)c(=O)c2-c2cc(Cl)cc(Cl)c2)cc1. As a reaction SMILES: [CH3:35][O:36][CH2:37][CH2:38][O:39][CH3:40].[Cl:24][c:25]1[cH:26][c:27]([B:32]([OH:33])[OH:34])[cH:28][c:29]([Cl:31])[cH:30]1.[F:1][C:2]([CH2:3][n:4]1[n:5][cH:6][c:7](-[c:12]2[cH:13][cH:14][c:15]([S:18](=[O:19])(=[O:20])[CH3:21])[cH:16][cH:17]2)[c:8]([Cl:11])[c:9]1=[O:10])([F:22])[F:23].[OH2:41].[Pd:42].[c:100]1([P:101]([c:102]2[cH:103][cH:104][cH:105][cH:106][cH:107]2)[c:108]2[cH:109][cH:110][cH:111][cH:112][cH:113]2)[cH:114][cH:115][cH:116][cH:117][cH:118]1.[c:43]1([P:44]([c:45]2[cH:46][cH:47][cH:48][cH:49][cH:50]2)[c:51]2[cH:52][cH:53][cH:54][cH:55][cH:56]2)[cH:57][cH:58][cH:59][cH:60][cH:61]1.[c:62]1([P:63]([c:64]2[cH:65][cH:66][cH:67][cH:68][cH:69]2)[c:70]2[cH:71][cH:72][cH:73][cH:74][cH:75]2)[cH:76][cH:77][cH:78][cH:79][cH:80]1.[c:81]1([P:82]([c:83]2[cH:84][cH:85][cH:86][cH:87][cH:88]2)[c:89]2[cH:90][cH:91][cH:92][cH:93][cH:94]2)[cH:95][cH:96][cH:97][cH:98][cH:99]1>>[F:1][C:2]([CH2:3][n:4]1[n:5][cH:6][c:7](-[c:12]2[cH:13][cH:14][c:15]([S:18](=[O:19])(=[O:20])[CH3:21])[cH:16][cH:17]2)[c:8](-[c:27]2[cH:26][c:25]([Cl:24])[cH:30][c:29]([Cl:31])[cH:28]2)[c:9]1=[O:10])([F:22])[F:23].